This data is from the Open Reaction Database (ORD), a public repository of structured organic reaction records. The task is: describe an organic reaction: reactants, conditions, products, and yield Starting materials: BrC(C(C=C(C)C)O)(C(F)(F)F)Cl (5-Bromo-5-chloro-4-hydroxy-2-methyl-6,6,6-trifluorohex-2-ene), C(C)(OC)(OC)OC (trimethyl orthoacetate), O.[O-2].[O-2].[O-2].O=[Si]=O.O=[Si]=O.O=[Si]=O.O=[Si]=O.[Al+3].[Al+3] (Montmorillonite KSF). Reaction conditions: temperature 111 celsius, time 1 hour. The product is BrC(C=CC(CC(=O)OC)(C)C)(C(F)(F)F)Cl (methyl 6-bromo-6-chloro-3,3-dimethyl-7,7,7-trifluorohept-4-enoate). RXN SMILES: [Br:1][C:2]([Cl:13])([C:9]([F:12])([F:11])[F:10])[CH:3](O)[CH:4]=[C:5]([CH3:7])[CH3:6].[C:14](OC)([O:18][CH3:19])([O:16]C)[CH3:15].O.[O-2].[O-2].[O-2].O=[Si]=O.O=[Si]=O.O=[Si]=O.O=[Si]=O.[Al+3].[Al+3]>>[Br:1][C:2]([Cl:13])([C:9]([F:10])([F:11])[F:12])[CH:3]=[CH:4][C:5]([CH3:7])([CH3:6])[CH2:15][C:14]([O:18][CH3:19])=[O:16] |f:2.3.4.5.6.7.8.9.10.11|. Procedure: 5-Bromo-5-chloro-4-hydroxy-2-methyl-6,6,6-trifluorohex-2-ene (10.0 g), trimethyl orthoacetate (16.0 g) and Montmorillonite KSF (0.5 g) were charged to a round-bottomed flask fitted with: nitrogen inlet/bubbler, thermometer and still-head. The mixture was heated with agitation, and the methanol-trimethyl orthoacetate distillates were collected until the reactor temperature increased to 111° C. (ca. 1 hr). The reaction was then heated to 135° C. and held for a further 1 hour. The methanol/trimethy... As a reaction SMILES: [Cl:1][C:2]1[N:3]([S:15]([C:18]2[CH:23]=[CH:22][CH:21]=[CH:20][CH:19]=2)(=[O:17])=[O:16])[C:4]([C:9]2[CH:14]=[CH:13][CH:12]=[CH:11][CH:10]=2)=[CH:5][C:6]=1[CH2:7][OH:8].C[N+]1([O-])CCOCC1>C(#N)C.C(OCC)(=O)C.[Ru]([O-])(=O)(=O)=O.C([N+](CCC)(CCC)CCC)CC>[Cl:1][C:2]1[N:3]([S:15]([C:18]2[CH:23]=[CH:22][CH:21]=[CH:20][CH:19]=2)(=[O:17])=[O:16])[C:4]([C:9]2[CH:10]=[CH:11][CH:12]=[CH:13][CH:14]=2)=[CH:5][C:6]=1[CH:7]=[O:8] |f:4.5|. Yield: 53.3%. Procedure: To a solution (50 mL) of [2-chloro-5-phenyl-1-(phenylsulfonyl)-1H-pyrrol-3-yl]methanol (830 mg) in acetonitrile were added tetra-n-propylammonium perruthenate (84 mg), N-methylmorpholine N-oxide (484 mg) and molecular sieves 4A powder (2.0 g), and the mixture was stirred at room temperature for 5 hr. The reaction mixture was diluted with ethyl acetate, filtered through celite, and the filtrate was concentrated under reduced pressure. The residue was purified by silica gel column chromatography (... Starting materials: ClC=1N(C(=CC1CO)C1=CC=CC=C1)S(=O)(=O)C1=CC=CC=C1 ([2-chloro-5-phenyl-1-(phenylsulfonyl)-1H-pyrrol-3-yl]methanol), C[N+]1(CCOCC1)[O-] (N-methylmorpholine N-oxide), 4A, powder. Solvent: C(C)#N (acetonitrile), C(C)(=O)OCC (ethyl acetate). Reagents/catalysts: [Ru](=O)(=O)(=O)[O-].C(CC)[N+](CCC)(CCC)CCC (tetra-n-propylammonium perruthenate). Conditions: time 5 hour. The product is ClC=1N(C(=CC1C=O)C1=CC=CC=C1)S(=O)(=O)C1=CC=CC=C1 (2-Chloro-5-phenyl-1-(phenylsulfonyl)-1H-pyrrole-3-carbaldehyde). Starting materials: diarylamine, OC1=NC2=CC=CC=C2C(=C1)C (2-hydroxy-4-methylquinoline), C([O-])([O-])=O.[K+].[K+] (potassium carbonate), IC1=CC=CC=C1 (iodobenzene). The reagents and catalysts are [Cu] (copper). Product: CC1=CC(N(C2=CC=CC=C12)C1=CC=CC=C1)=O (1,2-dihydro-4-methyl-1-phenyl-2-quinolone). The yield is 54.7%. RXN SMILES: [OH:1][C:2]1[CH:11]=[C:10]([CH3:12])[C:9]2[C:4](=[CH:5][CH:6]=[CH:7][CH:8]=2)[N:3]=1.C(=O)([O-])[O-].[K+].[K+].I[C:20]1[CH:25]=[CH:24][CH:23]=[CH:22][CH:21]=1>[Cu]>[CH3:12][C:10]1[C:9]2[C:4](=[CH:5][CH:6]=[CH:7][CH:8]=2)[N:3]([C:20]2[CH:25]=[CH:24][CH:23]=[CH:22][CH:21]=2)[C:2](=[O:1])[CH:11]=1 |f:1.2.3|. Procedure details: The starting 1,2-dihydro-4-methyl- 1 -phenyl-2-quinolone (1) is prepared either by an Ullmann coupling according to a literature procedure (Wawzonek et al., supra.) or via the reaction of the corresponding diarylamine with dikctene followed by acid cyclization (Elderfield, supra). Thus 10.0 g (62.9 mmoles) of 2-hydroxy-4-methylquinoline is heated at reflux with 24.0 g (377 mmolcs) of copper powder, 8.68 g (62.9 mmoles) of potassium carbonate and 19.2 g (94 mmoles) of iodobenzene for 48 hours. Th...